From a dataset of the Open Reaction Database (ORD), a public repository of structured organic reaction records. describe an organic reaction: reactants, conditions, products, and yield The reactants are BrC=1C=C(C=C(C1OCC(F)(F)F)Cl)C1(CCC1)C(=O)OCC (ethyl 1-(3-bromo-5-chloro-4-(2,2,2-trifluoroethoxy)phenyl)cyclobutanecarboxylate), CC1=CC=C(C=C1)B(O)O (4-methyl phenylboronic acid), [F-].[Cs+] (Cesium fluoride). Reagents/catalysts: C1(=CC=CC=C1)P(C1=CC=CC=C1)C1=CC=CC=C1.C1(=CC=CC=C1)P(C1=CC=CC=C1)C1=CC=CC=C1.C1(=CC=CC=C1)P(C1=CC=CC=C1)C1=CC=CC=C1.C1(=CC=CC=C1)P(C1=CC=CC=C1)C1=CC=CC=C1.[Pd] (Palladium Tetrakis(triphenylphosphine)). The solvent is COCCOC (DME). Reaction conditions: temperature 100 celsius, time 8 hour. Product: ClC=1C=C(C=C(C1OCC(F)(F)F)C1=CC=C(C=C1)C)C1(CCC1)C(=O)OCC (ethyl 1-(5-chloro-4′-methyl-6-(2,2,2-trifluoroethoxy)biphenyl-3-yl)cyclobutanecarboxylate). Yield: 63.4%. Reaction SMILES: Br[C:2]1[CH:3]=[C:4]([C:15]2([C:19]([O:21][CH2:22][CH3:23])=[O:20])[CH2:18][CH2:17][CH2:16]2)[CH:5]=[C:6]([Cl:14])[C:7]=1[O:8][CH2:9][C:10]([F:13])([F:12])[F:11].[CH3:24][C:25]1[CH:30]=[CH:29][C:28](B(O)O)=[CH:27][CH:26]=1.[F-].[Cs+]>COCCOC.C1(P(C2C=CC=CC=2)C2C=CC=CC=2)C=CC=CC=1.C1(P(C2C=CC=CC=2)C2C=CC=CC=2)C=CC=CC=1.C1(P(C2C=CC=CC=2)C2C=CC=CC=2)C=CC=CC=1.C1(P(C2C=CC=CC=2)C2C=CC=CC=2)C=CC=CC=1.[Pd]>[Cl:14][C:6]1[CH:5]=[C:4]([C:15]2([C:19]([O:21][CH2:22][CH3:23])=[O:20])[CH2:18][CH2:17][CH2:16]2)[CH:3]=[C:2]([C:28]2[CH:29]=[CH:30][C:25]([CH3:24])=[CH:26][CH:27]=2)[C:7]=1[O:8][CH2:9][C:10]([F:13])([F:12])[F:11] |f:2.3,5.6.7.8.9|. Reported procedure: A mixture of compound ethyl 1-(3-bromo-5-chloro-4-(2,2,2-trifluoroethoxy)phenyl)cyclobutanecarboxylate (500 mg, 1.2 mmol), 4-methyl phenylboronic acid (0.237 g, 1.68 mmol), Palladium Tetrakis(triphenylphosphine) (0.134 g, 0.116 mmol), Cesium fluoride (0.354 g, 2.23 mmol) in DME (30 ml) was stirred for overnight at 100° C. After completion of the reaction, the precipitate was removed by filtration. The filtrate was diluted with water and extracted with ethyl acetate (2×100 mL). The combined organ...